Task: describe an organic reaction: reactants, conditions, products, and yield. Dataset: the Open Reaction Database (ORD), a public repository of structured organic reaction records Starting materials: ClC=1C=CC=2N(N1)C(=C(N2)C2=CC=C(C=C2)CN2CCC(CC2)C2=NNC(=N2)C2=NC=CC=C2)C2=CC=CC=C2 (6-chloro-3-phenyl-2-(4-{[4-(5-pyridin-2-yl-1,2,4-triazol-3-yl)piperidin-1-yl]methyl}phenyl)imidazo[1,2-b]pyridazine), O([Na])C (NaOCH3). Run in CO (methanol). Product: COC=1C=CC=2N(N1)C(=C(N2)C2=CC=C(C=C2)CN2CCC(CC2)C2=NNC(=N2)C2=NC=CC=C2)C2=CC=CC=C2 (6-methoxy-3-phenyl-2-(4-{[4-(5-pyridin-2-yl-1,2,4-triazol-3-yl)piperidin-1-yl]methyl}phenyl)imidazo[1,2-b]pyridazine). As a reaction SMILES: Cl[C:2]1[CH:3]=[CH:4][C:5]2[N:6]([C:8]([C:35]3[CH:40]=[CH:39][CH:38]=[CH:37][CH:36]=3)=[C:9]([C:11]3[CH:16]=[CH:15][C:14]([CH2:17][N:18]4[CH2:23][CH2:22][CH:21]([C:24]5[N:28]=[C:27]([C:29]6[CH:34]=[CH:33][CH:32]=[CH:31][N:30]=6)[NH:26][N:25]=5)[CH2:20][CH2:19]4)=[CH:13][CH:12]=3)[N:10]=2)[N:7]=1.[O:41]([CH3:43])[Na]>CO>[CH3:43][O:41][C:2]1[CH:3]=[CH:4][C:5]2[N:6]([C:8]([C:35]3[CH:40]=[CH:39][CH:38]=[CH:37][CH:36]=3)=[C:9]([C:11]3[CH:16]=[CH:15][C:14]([CH2:17][N:18]4[CH2:23][CH2:22][CH:21]([C:24]5[N:28]=[C:27]([C:29]6[CH:34]=[CH:33][CH:32]=[CH:31][N:30]=6)[NH:26][N:25]=5)[CH2:20][CH2:19]4)=[CH:13][CH:12]=3)[N:10]=2)[N:7]=1. Procedure: To a suspension of example 31 (0.2 g, 0.366 mM) in 15 mL of methanol is added NaOCH3 (10 eq.) and the reaction mixture is refluxed for 6 h. The reaction mixture is concentrated and quenched with water. The resulting solid is filtered and dried to obtain the desired compound. The reactants are CC(C)(C)OC(=O)N1CCN(c2nc(-c3cccc(C#N)c3)cs2)CC1, CCOC(C)=O, Cl. Product: N#Cc1cccc(-c2csc(N3CCNCC3)n2)c1. Reaction SMILES: [C:2](#[N:3])[c:4]1[cH:5][c:6](-[c:10]2[n:11][c:12]([N:15]3[CH2:16][CH2:17][N:18]([C:21]([O:22][C:23]([CH3:24])([CH3:25])[CH3:26])=[O:27])[CH2:19][CH2:20]3)[s:13][cH:14]2)[cH:7][cH:8][cH:9]1.[CH3:28][CH2:29][O:30][C:31](=[O:32])[CH3:33].[ClH:1]>>[C:2](#[N:3])[c:4]1[cH:5][c:6](-[c:10]2[n:11][c:12]([N:15]3[CH2:16][CH2:17][NH:18][CH2:19][CH2:20]3)[s:13][cH:14]2)[cH:7][cH:8][cH:9]1.